This data is from the Open Reaction Database (ORD), a public repository of structured organic reaction records. The task is: describe an organic reaction: reactants, conditions, products, and yield Starting materials: COC(=O)[C@H]1N(C[C@@H](C1)S(=O)(=O)CC1CC1)C(CC(C)=O)=S ((2S,4R)-4-cyclopropylmethanesulfonyl-1-(3-oxo-thiobutyryl)-pyrrolidine-2-carboxylic acid methyl ester), FC(C1=CC=C(C=C1)NN)(F)F (4-(trifluoromethyl)phenylhydrazine). The product is COC(=O)[C@H]1N(C[C@@H](C1)S(=O)(=O)CC1CC1)C=1N(N=C(C1)C)C1=CC=C(C=C1)C(F)(F)F ((2S,4R)-4-Cyclopropylmethanesulfonyl-1-[5-methyl-2-(4-trifluoromethyl-phenyl)-2H-pyrazol-3-yl]-pyrrolidine-2-carboxylic acid methyl ester). RXN SMILES: [CH3:1][O:2][C:3]([C@@H:5]1[CH2:9][C@@H:8]([S:10]([CH2:13][CH:14]2[CH2:16][CH2:15]2)(=[O:12])=[O:11])[CH2:7][N:6]1[C:17](=S)[CH2:18][C:19](=O)[CH3:20])=[O:4].[F:23][C:24]([F:34])([F:33])[C:25]1[CH:30]=[CH:29][C:28]([NH:31][NH2:32])=[CH:27][CH:26]=1>>[CH3:1][O:2][C:3]([C@@H:5]1[CH2:9][C@@H:8]([S:10]([CH2:13][CH:14]2[CH2:16][CH2:15]2)(=[O:12])=[O:11])[CH2:7][N:6]1[C:17]1[N:31]([C:28]2[CH:27]=[CH:26][C:25]([C:24]([F:23])([F:33])[F:34])=[CH:30][CH:29]=2)[N:32]=[C:19]([CH3:20])[CH:18]=1)=[O:4]. Procedure: In analogy to the procedure described in example 192 h, (2S,4R)-4-cyclopropylmethanesulfonyl-1-(3-oxo-thiobutyryl)-pyrrolidine-2-carboxylic acid methyl ester (example 445c) was reacted with 4-(trifluoromethyl)phenylhydrazine (CAS Reg. No. 368-90-1) to give the title compound as brown solid. MS (ESI): m/z=472.6 [M+H]+. Starting materials: COc1ccc2c(c1)CCC1C2C(O)CC2(C)C1CC1OCCOC12, CS(C)=O, CO, O=C(O)C(Cl)Cl, O=C(O)C(=O)O, c1ccncc1, c1ccccc1. Yields the product COc1ccc2c(c1)CCC1C2C(=O)CC2(C)C1CC1OCCOC12. Reaction SMILES: [CH2:1]1[O:2][CH:3]2[C:4]3([CH3:5])[CH:6]([CH2:7][CH:8]2[O:9][CH2:10]1)[CH:11]1[CH2:12][CH2:13][c:14]2[cH:15][c:16]([O:24][CH3:25])[cH:17][cH:18][c:19]2[CH:20]1[CH:21]([OH:23])[CH2:22]3.[CH3:44][S:45]([CH3:46])=[O:47].[CH3:54][OH:55].[OH:32][C:33]([CH:34]([Cl:35])[Cl:36])=[O:37].[OH:38][C:39]([C:40](=[O:41])[OH:42])=[O:43].[cH:26]1[cH:27][cH:28][n:29][cH:30][cH:31]1.[cH:48]1[cH:49][cH:50][cH:51][cH:52][cH:53]1>>[CH2:1]1[O:2][CH:3]2[C:4]3([CH3:5])[CH:6]([CH2:7][CH:8]2[O:9][CH2:10]1)[CH:11]1[CH2:12][CH2:13][c:14]2[cH:15][c:16]([O:24][CH3:25])[cH:17][cH:18][c:19]2[CH:20]1[C:21](=[O:23])[CH2:22]3. Starting materials: CC12C(C(C(C=C1CCO)C=C2)(C)C)=O (1,3,3-trimethyl-6-(2-hydroxyethyl)bicyclo(2.2.2)-octa-5,7-dien-2-one), [H][H] (hydrogen). Reagents/catalysts: [Pd] (palladium/carbon). Solvent: C(C)(C)O (isopropyl alcohol). Conditions: temperature 150 celsius, time 48 hour. The product is CC12C(C(C(CC1CCO)CC2)(C)C)=O (1,3,3-trimethyl-6-(2-hydroxyethyl)bicyclo(2.2.2)-octan-2-one). As a reaction SMILES: [CH3:1][C:2]12[CH:12]=[CH:11][CH:5]([CH:6]=[C:7]1[CH2:8][CH2:9][OH:10])[C:4]([CH3:14])([CH3:13])[C:3]2=[O:15].[H][H]>[Pd].C(O)(C)C>[CH3:1][C:2]12[CH2:12][CH2:11][CH:5]([CH2:6][CH:7]1[CH2:8][CH2:9][OH:10])[C:4]([CH3:14])([CH3:13])[C:3]2=[O:15]. Procedure details: An autoclave is charged with 26.8 grams of 1,3,3-trimethyl-6-(2-hydroxyethyl)bicyclo(2.2.2)-octa-5,7-dien-2-one prepared according to the process of Example XVI, 2 grams 5% palladium/carbon catalyst, and 300 ml isopropyl alcohol. The autoclave is then sealed and pressurized with hydrogen to 400 psig, heated to 150° C. and maintained at that temperature, with stirring, for a period of 48 hours. At the end of this period of time, the autoclave is opened and the reaction mass is removed. The reacti... Reactants: [Mg] (magnesium), II (I2), ClCCCCOC (1-chloro-4-methoxy-butane), [Mg] (magnesium), CN(C1(CCC2(OCCO2)CC1)C#N)C (8-dimethylamino-1,4-dioxa-spiro[4.5]decane-8-carbonitrile), [NH4+].[Cl-] (NH4Cl). The solvent is CCOCC (ether), C(C)OCC (diethyl ether), C1CCOC1 (THF), C1CCOC1 (THF), O (water). Conditions: time 1 hour. The product is COCCCCC1(CCC2(OCCO2)CC1)N(C)C ([8-(4-Methoxy-butyl)-1,4-dioxa-spiro[4.5]dec-8-yl]-dimethyl-amine). As a reaction SMILES: Cl[CH2:2][CH2:3][CH2:4][CH2:5][O:6][CH3:7].[Mg].II.[CH3:11][N:12]([CH3:25])[C:13]1(C#N)[CH2:22][CH2:21][C:16]2([O:20][CH2:19][CH2:18][O:17]2)[CH2:15][CH2:14]1.[NH4+].[Cl-]>O.C1COCC1.C(OCC)C>[CH3:7][O:6][CH2:5][CH2:4][CH2:3][CH2:2][C:13]1([N:12]([CH3:25])[CH3:11])[CH2:22][CH2:21][C:16]2([O:20][CH2:19][CH2:18][O:17]2)[CH2:15][CH2:14]1 |f:4.5|. Procedure: A solution of 1-chloro-4-methoxy-butane (8.19 g, 66.8 mmol) in abs. ether (12 ml) was added, under an argon atmosphere and with intermittent heating, to magnesium (1.62 g, 66.8 mmol) and I2 in abs. diethyl ether (25 ml). The mixture was stirred for 1 h under reflux until the magnesium had largely dissolved. While cooling with ice, a solution of 8-dimethylamino-1,4-dioxa-spiro[4.5]decane-8-carbonitrile B-1 (10.5 g, 50.1 mmol) in abs. THF (40 ml) was added dropwise. A viscous precipitate formed, a...